From a dataset of the Open Reaction Database (ORD), a public repository of structured organic reaction records. describe an organic reaction: reactants, conditions, products, and yield Starting materials: C(OCC=CC1=CC=CC=C1)([O-])=O (cinnamyl carbonate), NC1=CC=C(C=C1)C (p-toluidine). Reaction conditions: time 6 hour. Yields the product C(#C)C(NC1=CC=C(C=C1)C)C1=CC=CC=C1 (α-Ethynyl-N-(p-tolyl)-benzenemethanamine). Yield: 76.6%. As a reaction SMILES: C(=O)([O-])O[CH2:3][CH:4]=[CH:5][C:6]1[CH:11]=[CH:10][CH:9]=[CH:8][CH:7]=1.[NH2:14][C:15]1[CH:20]=[CH:19][C:18]([CH3:21])=[CH:17][CH:16]=1>>[C:4]([CH:5]([C:6]1[CH:11]=[CH:10][CH:9]=[CH:8][CH:7]=1)[NH:14][C:15]1[CH:20]=[CH:19][C:18]([CH3:21])=[CH:17][CH:16]=1)#[CH:3]. Procedure: The general procedure was followed with cinnamyl carbonate (0.188 g, 0.979 mmol) and p-toluidine (0.160 g, 1.5 mmol). The reaction was conducted at room temperature for 6 h. 1H NMR analysis of the crude reaction mixture indicated the ratio of regioisomers to be >99/1. The mixture was purified by flash column chromatography on silica gel (2% ethyl acetate in hexanes) to give the title compound (0.166 g, 76%). HPLC analysis indicated the enantiomeric excess of the product was 94% [Diacel CHIRALCEL... The reactants are ClC1=CC(=C(C#N)C=C1)C1=CC(=NC=C1C(F)(F)F)OC (4-chloro-2-[2-methoxy-5-(trifluoromethyl)pyridin-4-yl]benzonitrile), Cl.[NH+]1=CC=CC=C1 (pyridinium hydrochloride). Product: ClC1=CC(=C(C#N)C=C1)C1=CC(NC=C1C(F)(F)F)=O (4-Chloro-2-[2-oxo-5-(trifluoromethyl)-1,2-dihydropyridin-4-yl]benzonitrile). As a reaction SMILES: [Cl:1][C:2]1[CH:9]=[CH:8][C:5]([C:6]#[N:7])=[C:4]([C:10]2[C:15]([C:16]([F:19])([F:18])[F:17])=[CH:14][N:13]=[C:12]([O:20]C)[CH:11]=2)[CH:3]=1.Cl.[NH+]1C=CC=CC=1>>[Cl:1][C:2]1[CH:9]=[CH:8][C:5]([C:6]#[N:7])=[C:4]([C:10]2[C:15]([C:16]([F:17])([F:18])[F:19])=[CH:14][NH:13][C:12](=[O:20])[CH:11]=2)[CH:3]=1 |f:1.2|. Reported procedure: 450 mg (purity 71%, 1.02 mmol) of 4-chloro-2-[2-methoxy-5-(trifluoromethyl)pyridin-4-yl]benzonitrile and 20 eq. of pyridinium hydrochloride were reacted according to General Method 3A. After aqueous work-up, the crude product was purified by flash chromatography (silica gel 60, dichloromethane/methanol mixtures). Yield: 456 mg (purity 86%, quant.) Starting materials: C(C1=CC=CC=C1)NC[C@H](O)C1=CC2=C(OC(OC2)(C)C)C=C1 ((1R)-2-(benzylamino)-1-(2,2-dimethyl-4H-1,3-benzodioxin-6-yl)ethanol), BrCCCCCCCOCCCC=1C=C(C=CC1)S(=O)(=O)N (3-{3-[(7-bromoheptyl)oxy]propyl}benzenesulfonamide), C(C)(C)N(C(C)C)CC (N,N-diisopropylethylamine), C(C)#N (acetonitrile). The solvent is O (water), C(C)OCC (diethyl ether). The product is C(C1=CC=CC=C1)N(CCCCCCCOCCCC=1C=C(C=CC1)S(=O)(=O)N)C[C@H](O)C1=CC2=C(OC(OC2)(C)C)C=C1 (3-{3-[(7-{Benzyl[(2R)-2-(2,2-dimethyl-4H-1,3-benzodioxin-6-yl)-2-hydroxyethyl]amino}heptyl)oxy]propyl}benzenesulfonamide). The yield is 96.4%. As a reaction SMILES: [CH2:1]([NH:8][CH2:9][C@@H:10]([C:12]1[CH:23]=[CH:22][C:15]2[O:16][C:17]([CH3:21])([CH3:20])[O:18][CH2:19][C:14]=2[CH:13]=1)[OH:11])[C:2]1[CH:7]=[CH:6][CH:5]=[CH:4][CH:3]=1.Br[CH2:25][CH2:26][CH2:27][CH2:28][CH2:29][CH2:30][CH2:31][O:32][CH2:33][CH2:34][CH2:35][C:36]1[CH:37]=[C:38]([S:42]([NH2:45])(=[O:44])=[O:43])[CH:39]=[CH:40][CH:41]=1.C(N(CC)C(C)C)(C)C.C(#N)C>O.C(OCC)C>[CH2:1]([N:8]([CH2:9][C@@H:10]([C:12]1[CH:23]=[CH:22][C:15]2[O:16][C:17]([CH3:20])([CH3:21])[O:18][CH2:19][C:14]=2[CH:13]=1)[OH:11])[CH2:25][CH2:26][CH2:27][CH2:28][CH2:29][CH2:30][CH2:31][O:32][CH2:33][CH2:34][CH2:35][C:36]1[CH:37]=[C:38]([S:42]([NH2:45])(=[O:44])=[O:43])[CH:39]=[CH:40][CH:41]=1)[C:2]1[CH:3]=[CH:4][CH:5]=[CH:6][CH:7]=1. Procedure details: A mixture of (1R)-2-(benzylamino)-1-(2,2-dimethyl-4H-1,3-benzodioxin-6-yl)ethanol (55.8 g), 3-{3-[(7-bromoheptyl)oxy]propyl}benzenesulfonamide (63.65 g), N,N-diisopropylethylamine (55 ml) and acetonitrile (200 ml) was stirred and heated under N2 at reflux for ca 21 h. The mixture was cooled to room temperature then diethyl ether (1000 ml) and water (500 ml) were added and the mixture stirred. The organic phase was washed with water (500 ml), then saturated brine (500 ml) and dried (Na2SO4). The ... Reactants: COC(=O)C(CN1C(=O)c2ccccc2C1=O)(C(=O)OC)N1CCN(C(=O)OC(C)(C)C)CC1, CO, NN, O. Product: COC(=O)C(CN)(C(=O)OC)N1CCN(C(=O)OC(C)(C)C)CC1. Reaction SMILES: [C:4]([CH3:5])([CH3:6])([CH3:7])[O:8][C:9](=[O:10])[N:11]1[CH2:12][CH2:13][N:14]([C:17]([C:18](=[O:19])[O:20][CH3:21])([C:22](=[O:23])[O:24][CH3:25])[CH2:26][N:27]2[C:28](=[O:29])[c:30]3[c:31]([cH:32][cH:33][cH:34][cH:35]3)[C:36]2=[O:37])[CH2:15][CH2:16]1.[CH3:38][OH:39].[NH2:2][NH2:3].[OH2:1]>>[C:4]([CH3:5])([CH3:6])([CH3:7])[O:8][C:9](=[O:10])[N:11]1[CH2:12][CH2:13][N:14]([C:17]([C:18](=[O:19])[O:20][CH3:21])([C:22](=[O:23])[O:24][CH3:25])[CH2:26][NH2:27])[CH2:15][CH2:16]1. The reactants are COc1ccc(CO)cc1OC, CC(C)CCCCCCC(=O)O, CCCCCC, O. Product: COc1ccc(COC(=O)CCCCCCC(C)C)cc1OC. As a reaction SMILES: [CH2:1]([c:2]1[cH:3][c:4]([O:5][CH3:6])[c:7]([O:8][CH3:9])[cH:10][cH:11]1)[OH:12].[CH3:13][CH:14]([CH2:15][CH2:16][CH2:17][CH2:18][CH2:19][CH2:20][C:21](=[O:22])[OH:23])[CH3:24].[CH3:26][CH2:27][CH2:28][CH2:29][CH2:30][CH3:31].[OH2:25]>>[CH2:1]([c:2]1[cH:3][c:4]([O:5][CH3:6])[c:7]([O:8][CH3:9])[cH:10][cH:11]1)[O:12][C:21]([CH2:20][CH2:19][CH2:18][CH2:17][CH2:16][CH2:15][CH:14]([CH3:13])[CH3:24])=[O:22]. Reactants: BrBr (bromine), C[O-].[Na+] (sodium methoxide), ClC(C(=O)OC)C1=CC(=C(C=C1)[N+](=O)[O-])C (methyl 2-chloro-2-(3-methyl-4-nitrophenyl)acetate). The solvent is CO (methanol). Yields the product BrC(C(=O)OC)(C1=CC(=C(C=C1)[N+](=O)[O-])C)Cl (methyl 2-bromo-2-chloro-2-(3-methyl-4-nitrophenyl)acetate). The yield is 50.0%. As a reaction SMILES: [Cl:1][CH:2]([C:7]1[CH:12]=[CH:11][C:10]([N+:13]([O-:15])=[O:14])=[C:9]([CH3:16])[CH:8]=1)[C:3]([O:5][CH3:6])=[O:4].[Br:17]Br.C[O-].[Na+]>CO>[Br:17][C:2]([Cl:1])([C:7]1[CH:12]=[CH:11][C:10]([N+:13]([O-:15])=[O:14])=[C:9]([CH3:16])[CH:8]=1)[C:3]([O:5][CH3:6])=[O:4] |f:2.3|. Procedure: A mixture of methyl 2-chloro-2-(3-methyl-4-nitrophenyl)acetate (6 g) in methanol (20 cm3) was stirred at room temperature and the solutions of bromine and sodium methoxide were added dropwise and simultaneously. The methanol was removed from the reaction mixture under vacuum and the residue was dissolved in dichloromethane. The dichloromethane solution was washed with water, separated and evaporated to have a residue which was recrystallised from ethanol to give yellow methyl 2-bromo-2-chloro-2-... Starting materials: CO (methanol), ClC1=CC(=C(/C=C/C(=O)OC)C=C1)N (methyl trans-4-chloro-2-aminocinnamate), N1=CC=CC=C1 (pyridine), C1(=CC=CC=C1)S(=O)(=O)Cl (benzenesulfonyl chloride), ClCCl (dichloromethane). Conditions: time 20 hour. The product is ClC1=CC=C2C(=C(NC2=C1)C(=O)C=1N=CC=2CCCCC2C1)CC(=O)OC (Methyl [6—chloro-2-[(5,6,7,8-tetrahydroisoquinolin-3yl)carbonyl]-1H-indol-3-yl]acetate). Yield: 76.0%. Reaction SMILES: [Cl:1][C:2]1[CH:13]=[CH:12][C:5](/[CH:6]=[CH:7]/[C:8]([O:10][CH3:11])=[O:9])=[C:4]([NH2:14])[CH:3]=1.[N:15]1[CH:20]=[CH:19][CH:18]=[CH:17][CH:16]=1.[C:21]1(S(Cl)(=O)=O)[CH:26]=CC=[CH:23][CH:22]=1.[CH3:31][OH:32].Cl[CH2:34]Cl>>[Cl:1][C:2]1[CH:3]=[C:4]2[C:5]([C:6]([CH2:7][C:8]([O:10][CH3:11])=[O:9])=[C:34]([C:31]([C:16]3[N:15]=[CH:20][C:19]4[CH2:26][CH2:21][CH2:22][CH2:23][C:18]=4[CH:17]=3)=[O:32])[NH:14]2)=[CH:12][CH:13]=1. Reported procedure: To a solution of methyl trans-4-chloro-2-aminocinnamate (R. W. Carling et al., J.Med.Chem., 1993, 36, 3397., 30.7 g, 0.15 mol) and pyridine (36 ml, 0.45 mol) in dichloromethane (500 ml) was added benzenesulfonyl chloride (20 ml, 0.16 mol). After stirring for 20 h, methanol (50 ml) was added and the mixture was concentrated. The residual solids were dissolved in dichloromethane (700 ml) and washed with 2N aqueous HCl (150 ml), brine (150 ml) and dried (MgSO4). After removal of solvent, the residu... Reactants: ClC1=NC=2N(C(=C1)C1=CC=C(C=C1)F)N=C(C2C2=CC=C(C=C2)C)COCC (5-Chloro-2-(ethoxymethyl)-7-(4-fluorophenyl)-3-(4-methylphenyl)pyrazolo[1,5-a]pyrimidine), CCN(C(C)C)C(C)C (DIPEA), CNC(C)O (N-methylaminoethanol). Run in C(C)#N (acetonitrile). The product is C(C)OCC1=NN2C(N=C(C=C2C2=CC=C(C=C2)F)CNCCO)=C1C1=CC=C(C=C1)C (2-{[2-ethoxymethyl-7-(4-fluorophenyl)-3-(4-methylphenyl)-pyrazolo[1,5-a]pyrimidin-5-yl]methylamino}ethanol). As a reaction SMILES: Cl[C:2]1[CH:7]=[C:6]([C:8]2[CH:13]=[CH:12][C:11]([F:14])=[CH:10][CH:9]=2)[N:5]2[N:15]=[C:16]([CH2:25][O:26][CH2:27][CH3:28])[C:17]([C:18]3[CH:23]=[CH:22][C:21]([CH3:24])=[CH:20][CH:19]=3)=[C:4]2[N:3]=1.[CH3:29][CH2:30][N:31]([CH:35](C)C)C(C)C.CNC([OH:42])C>C(#N)C>[CH2:27]([O:26][CH2:25][C:16]1[C:17]([C:18]2[CH:23]=[CH:22][C:21]([CH3:24])=[CH:20][CH:19]=2)=[C:4]2[N:3]=[C:2]([CH2:35][NH:31][CH2:30][CH2:29][OH:42])[CH:7]=[C:6]([C:8]3[CH:13]=[CH:12][C:11]([F:14])=[CH:10][CH:9]=3)[N:5]2[N:15]=1)[CH3:28]. Procedure details: 5-Chloro-2-(ethoxymethyl)-7-(4-fluorophenyl)-3-(4-methylphenyl)pyrazolo[1,5-a]pyrimidine (22 mg), DIPEA (0.1 mL) and N-methylaminoethanol (0.1 mL) are stirred for 12 hours in an acetonitrile (7 mL) solvent at 84° C. The reaction solvent is removed by distillation under reduced pressure. The remainder is extracted with ethyl acetate and water. The collected organic layer is washed with brine and dehydrated with anhydrous MgSO4. The solvent is removed by distillation under reduced pressure and the... The reactants are saturated solution, C(\C=C\C(=O)O)(=O)O (fumaric acid), CO (methanol), C=O (formaldehyde), NCCN1C=CC=2CCC3=C(C12)C=CC=C3 (1-(2-aminoethyl)-4,5-dihydro-1H-benzo[g]indole). Solvent: C(C)O (ethanol), C(C)O (ethanol). The product is C(\C=C\C(=O)O)(=O)O.C1=CC=CC=2CCC=3C=C4N(C3C21)CCNC4 (5,6,8,9,10,11-hexahydrobenzo[g]pyrazino[1,2-a]indole fumarate). Isolated yield 53.0%. As a reaction SMILES: C=O.[NH2:3][CH2:4][CH2:5][N:6]1[C:14]2[C:13]3[CH:15]=[CH:16][CH:17]=[CH:18][C:12]=3[CH2:11][CH2:10][C:9]=2[CH:8]=[CH:7]1.[C:19]([OH:26])(=[O:25])/[CH:20]=[CH:21]/[C:22]([OH:24])=[O:23].CO>C(O)C>[C:19]([OH:26])(=[O:25])/[CH:20]=[CH:21]/[C:22]([OH:24])=[O:23].[CH:15]1[C:13]2[C:14]3[N:6]4[CH2:5][CH2:4][NH:3][CH2:19][C:7]4=[CH:8][C:9]=3[CH2:10][CH2:11][C:12]=2[CH:18]=[CH:17][CH:16]=1 |f:5.6|. Procedure: 36% aqueous formaldehyde solution (1.4 ml) was added under argon to a solution of 3.7 g of 1-(2-aminoethyl)-4,5-dihydro-1H-benzo[g]indole in 70 ml of ethanol. The reaction solution was stirred under reflux for 2 hours, subsequently cooled and freed from solvent. The residue was chromatographed on 250 g of silica gel with methylene chloride/methanol (49:1) as the eluent. 1.3 g of a total of 2.8 g of product were dissolved in a 20-fold amount of hot ethanol and treated while hot with 1.1 equivalen...